Dataset: the Open Reaction Database (ORD), a public repository of structured organic reaction records. Task: describe an organic reaction: reactants, conditions, products, and yield Reactants: O (water), [OH-].[Na+] (sodium hydroxide), FC1=C(C=C(C=C1)C(C(C)C)O)C(F)(F)F (1-(4-fluoro-3-trifluoromethyl-phenyl)-2-methyl-propan-1-ol), O.C1(=CC=C(C=C1)S(=O)(=O)O)C (p-toluenesulphonic acid monohydrate), O (water). Run in C1(=CC=CC=C1)C (toluene). Product: FC1=C(C=C(C=C1)C=C(C)C)C(F)(F)F (1-fluoro-4-(2-methyl-propenyl)-2-trifluoromethyl-benzene). As a reaction SMILES: [F:1][C:2]1[CH:7]=[CH:6][C:5]([CH:8](O)[CH:9]([CH3:11])[CH3:10])=[CH:4][C:3]=1[C:13]([F:16])([F:15])[F:14].O.C1(C)C=CC(S(O)(=O)=O)=CC=1.O.[OH-].[Na+]>C1(C)C=CC=CC=1>[F:1][C:2]1[CH:7]=[CH:6][C:5]([CH:8]=[C:9]([CH3:11])[CH3:10])=[CH:4][C:3]=1[C:13]([F:14])([F:15])[F:16] |f:1.2,4.5|. Procedure details: 4.3 g (18.2 mmol) 1-(4-fluoro-3-trifluoromethyl-phenyl)-2-methyl-propan-1-ol and 1.0 g (5.3 mmol) p-toluenesulphonic acid monohydrate in 100 mL toluene are refluxed for 3 hours using the water separator. Then the reaction mixture is combined with water and made alkaline with 1 N sodium hydroxide solution. After separation of the organic phase this is washed with water, dried with sodium sulphate and evaporated down. The oil remaining is further reacted directly. Reactants: O=C([O-])O, CO, NC1CCC2NC1(c1ccccc1)CC2S(=O)(=O)c1ccccc1, [Na+], [Na+], [Na+], [Na], O=P([O-])([O-])O. Yields the product NC1CCC2CCC1(c1ccccc1)N2. As a reaction SMILES: [C:33](=[O:34])([OH:35])[O-:36].[CH3:38][OH:39].[NH2:1][CH:2]1[C:3]2([c:19]3[cH:20][cH:21][cH:22][cH:23][cH:24]3)[CH2:4][CH:5]([S:10]([c:11]3[cH:12][cH:13][cH:14][cH:15][cH:16]3)(=[O:17])=[O:18])[CH:6]([CH2:7][CH2:8]1)[NH:9]2.[Na+:30].[Na+:31].[Na+:37].[Na:32].[P:25]([O-:26])([O-:27])([OH:28])=[O:29]>>[NH2:1][CH:2]1[C:3]2([c:19]3[cH:20][cH:21][cH:22][cH:23][cH:24]3)[CH2:4][CH2:5][CH:6]([CH2:7][CH2:8]1)[NH:9]2. Procedure: Other compounds can be prepared by starting with 19-hydroxyprogesterone. This is converted to the corresponding trifluoromethanesulfonate ester and the sulfonate is displaced with potassium ethyl xanthogenate. Hydrolysis of the resulting xanthogenate then gives the desired 19-mercaptopregn-4-ene-3,20-dione. This 19-mercapto compound can then be reacted with the appropriate acid halide or anhydride to give the corresponding ester. Reaction SMILES: [CH3:1][C:2]([C@@H:4]1[C@@:8]2([CH3:24])[CH2:9][CH2:10][C@@H:11]3[C@:21]4([CH2:22]O)[C:15](=[CH:16][C:17]([CH2:19][CH2:20]4)=[O:18])[CH2:14][CH2:13][C@H:12]3[C@@H:7]2[CH2:6][CH2:5]1)=[O:3].CCOC([S-])=[S:29].[K+]>>[SH:29][CH2:22][C@@:21]12[C@@H:11]3[C@H:12]([C@H:7]4[C@:8]([CH3:24])([CH2:9][CH2:10]3)[C@@H:4]([C:2](=[O:3])[CH3:1])[CH2:5][CH2:6]4)[CH2:13][CH2:14][C:15]1=[CH:16][C:17](=[O:18])[CH2:19][CH2:20]2 |f:1.2|. Reactants: CC(=O)[C@H]1CC[C@@H]2[C@@]1(CC[C@H]3[C@H]2CCC4=CC(=O)CC[C@]34CO)C (19-hydroxyprogesterone), CCOC(=S)[S-].[K+] (potassium ethyl xanthogenate), trifluoromethanesulfonate ester, sulfonate. Product: SC[C@]12CCC(C=C1CC[C@H]1[C@@H]3CC[C@H](C(C)=O)[C@]3(CC[C@H]21)C)=O (19-mercaptopregn-4-ene-3,20-dione).